This data is from the Open Reaction Database (ORD), a public repository of structured organic reaction records. The task is: describe an organic reaction: reactants, conditions, products, and yield Run at time 2.5 hour. Reactants: C(C)OC(CN1C2=C(C(C=C1C(=O)OCC)=O)C=C(C(C=C2)=O)OCC(=O)OCC)=O (4,7-dihydro-4,7-dioxo-2-ethoxycarbonyl-6-[(2-ethoxy-2-oxoethyl)oxy]-1H-cyclohepta[b]pyridine-1-acetic acid ethyl ester), [OH-].[K+] (potassium hydroxide), Cl (hydrochloric acid). The product is C(=O)(O)C1=CC(C2=C(N1CC(=O)O)C=CC(C(=C2)OCC(=O)O)=O)=O (2-Carboxy-4,7-dihydro-4,7-dioxo-6-(carboxymethyl)oxy-1H-cyclohepta[b]pyridine-1-acetic acid). Procedure: A mixture of 4,7-dihydro-4,7-dioxo-2-ethoxycarbonyl-6-[(2-ethoxy-2-oxoethyl)oxy]-1H-cyclohepta[b]pyridine-1-acetic acid ethyl ester (1.72 g, described in Example 15) and 2N potassium hydroxide (12 ml) is stirred at room temperature for 2.5 hr and 19% hydrochloric acid is added until the mixture is acidic. The precipitate is collected and washed with water, acetone and ether to obtain the title compound. The precipitate is dissolved in aqueous aminoethanol (1M, 4 ml) and acetone (50 ml is added).... RXN SMILES: C([O:3][C:4](=[O:31])[CH2:5][N:6]1[C:11]([C:12]([O:14]CC)=[O:13])=[CH:10][C:9](=[O:17])[C:8]2[CH:18]=[C:19]([O:24][CH2:25][C:26]([O:28]CC)=[O:27])[C:20](=[O:23])[CH:21]=[CH:22][C:7]1=2)C.[OH-].[K+].Cl>>[C:12]([C:11]1[N:6]([CH2:5][C:4]([OH:31])=[O:3])[C:7]2[CH:22]=[CH:21][C:20](=[O:23])[C:19]([O:24][CH2:25][C:26]([OH:28])=[O:27])=[CH:18][C:8]=2[C:9](=[O:17])[CH:10]=1)([OH:14])=[O:13] |f:1.2|. Starting materials: C(C)[C@]1(CC(OCC=2C(N3CC=4C(=NC=5C=C(C=CC5C4)F)C3=CC21)=O)=O)O ((5R)-5-ethyl-9-fluoro-5-hydroxy-4,5,13,15-tetrahydro-1H,3H-oxepino[3′,4′:6,7]indolizino[1,2-b]quinoline-3,15-dione), C1(=CC=CC=C1)CCC=O (3-phenylpropanal). The product is C(C)[C@]1(CC(OCC=2C(N3CC=4C(=NC=5C=C(C=CC5C4CCC4=CC=CC=C4)F)C3=CC21)=O)=O)O ((5R)-5-ethyl-9-fluoro-5-hydroxy-12-phenethyl-4,5,13,15-tetrahydro-1H,3H-oxepino[3′,4′:6,7]indolizino[1,2-b]quinoline-3,15-dione). Reaction SMILES: [CH2:1]([C@:3]1([OH:28])[C:25]2[CH:24]=[C:23]3[N:10]([CH2:11][C:12]4[C:13]3=[N:14][C:15]3[CH:16]=[C:17]([F:22])[CH:18]=[CH:19][C:20]=3[CH:21]=4)[C:9](=[O:26])[C:8]=2[CH2:7][O:6][C:5](=[O:27])[CH2:4]1)[CH3:2].[C:29]1([CH2:35][CH2:36]C=O)[CH:34]=[CH:33][CH:32]=[CH:31][CH:30]=1>>[CH2:1]([C@:3]1([OH:28])[C:25]2[CH:24]=[C:23]3[N:10]([CH2:11][C:12]4[C:13]3=[N:14][C:15]3[CH:16]=[C:17]([F:22])[CH:18]=[CH:19][C:20]=3[C:21]=4[CH2:36][CH2:35][C:29]3[CH:34]=[CH:33][CH:32]=[CH:31][CH:30]=3)[C:9](=[O:26])[C:8]=2[CH2:7][O:6][C:5](=[O:27])[CH2:4]1)[CH3:2]. Reported procedure: The product of Example 84 is treated with 3-phenylpropanal according to a procedure similar to Stage 95e in order to produce the expected solid. Reactants: CCOC(C)=O, O=C(Cl)C1CC1, Cc1ccc(NC(=O)c2cccc(C(F)(F)F)c2Cl)cc1Oc1ccc2nc(N)sc2n1, c1ccncc1. Product: Cc1ccc(NC(=O)c2cccc(C(F)(F)F)c2Cl)cc1Oc1ccc2nc(NC(=O)C3CC3)sc2n1. As a reaction SMILES: [CH3:45][CH2:46][O:47][C:48](=[O:49])[CH3:50].[CH:33]1([C:36](=[O:37])[Cl:38])[CH2:34][CH2:35]1.[NH2:1][c:2]1[s:3][c:4]2[n:5][c:6]([O:11][c:12]3[cH:13][c:14]([NH:19][C:20]([c:21]4[c:22]([Cl:31])[c:23]([C:27]([F:28])([F:29])[F:30])[cH:24][cH:25][cH:26]4)=[O:32])[cH:15][cH:16][c:17]3[CH3:18])[cH:7][cH:8][c:9]2[n:10]1.[cH:39]1[cH:40][cH:41][n:42][cH:43][cH:44]1>>[NH:1]([c:2]1[s:3][c:4]2[n:5][c:6]([O:11][c:12]3[cH:13][c:14]([NH:19][C:20]([c:21]4[c:22]([Cl:31])[c:23]([C:27]([F:28])([F:29])[F:30])[cH:24][cH:25][cH:26]4)=[O:32])[cH:15][cH:16][c:17]3[CH3:18])[cH:7][cH:8][c:9]2[n:10]1)[C:36]([CH:33]1[CH2:34][CH2:35]1)=[O:37]. Reactants: S(=O)(=O)(O)O.C(CC)C=1NC2=C(N1)C=CC(=C2)C(=O)O.C(CC)C=2NC1=C(N2)C=CC(=C1)C(=O)O (2-n-propyl-benzimidazole-5-carboxylic acid-hemisulphate), Cl.Cl.CNC1=C(N)C=CC=C1 (2-methylaminoaniline-dihydrochloride), N (ammonia). Run in O (water), polyphosphoric acid. The product is C(CC)C=1NC2=C(N1)C=CC(=C2)C2=NC1=C(N2C)C=CC=C1 (2-n-propy1-5-(1-methylbenzimidazol-2-yl)-benzimidazole). As a reaction SMILES: S(O)(O)(=O)=O.[CH2:6]([C:9]1[NH:10][C:11]2[CH:17]=[C:16]([C:18](O)=O)[CH:15]=[CH:14][C:12]=2[N:13]=1)[CH2:7][CH3:8].C([C:24]1[NH:25][C:26]2[CH:32]=[C:31](C(O)=O)[CH:30]=[CH:29][C:27]=2[N:28]=1)CC.Cl.Cl.CNC1C=CC=CC=1N.N>O>[CH2:6]([C:9]1[NH:10][C:11]2[CH:17]=[C:16]([C:18]3[N:25]([CH3:24])[C:26]4[CH:32]=[CH:31][CH:30]=[CH:29][C:27]=4[N:28]=3)[CH:15]=[CH:14][C:12]=2[N:13]=1)[CH2:7][CH3:8] |f:0.1.2,3.4.5|. Reported procedure: A solution of 6.7 g (25 mMol) of 2-n-propyl-benzimidazole-5-carboxylic acid-hemisulphate and 4.9 g (25 mMol) of 2-methylaminoaniline-dihydrochloride in 200 g of polyphosphoric acid is stirred for 5 hours at 150° C., then poured onto 600 ml of water and made alkaline with concentrated ammonia whilst cooling with ice. The resulting solution is extracted three times with 200 ml of ethyl acetate, the crude product thus obtained is purified by column chromatography (300 g of silica gel; eluant:methyl... As a reaction SMILES: [CH2:3]([CH3:4])[O:5][C:6]([C:7]([c:8]1[s:9][c:10]([O:13][CH2:14][CH2:15][O:16][CH:17]2[CH2:18][CH2:19][CH2:20][CH2:21][CH2:22][CH2:23][CH2:24]2)[cH:11][cH:12]1)=[O:25])=[O:26].[CH3:27][OH:28].[K+:2].[OH-:1]>>[O:5]=[C:6]([C:7]([c:8]1[s:9][c:10]([O:13][CH2:14][CH2:15][O:16][CH:17]2[CH2:18][CH2:19][CH2:20][CH2:21][CH2:22][CH2:23][CH2:24]2)[cH:11][cH:12]1)=[O:25])[OH:26]. Product: O=C(O)C(=O)c1ccc(OCCOC2CCCCCCC2)s1. Starting materials: CCOC(=O)C(=O)c1ccc(OCCOC2CCCCCCC2)s1, CO, [K+], [OH-]. The reactants are O=C1CCC(=O)N1Br, ClC(Cl)(Cl)Cl, CCOC(=O)Cc1ccccc1Oc1ccc(C)cc1, CC(C)(C#N)N=NC(C)(C)C#N. The product is CCOC(=O)Cc1ccccc1Oc1ccc(CBr)cc1. RXN SMILES: [Br:1][N:2]1[C:3](=[O:4])[CH2:5][CH2:6][C:7]1=[O:8].[C:41]([Cl:42])([Cl:43])([Cl:44])[Cl:45].[CH3:21][c:22]1[cH:23][cH:24][c:25]([O:26][c:27]2[c:28]([CH2:33][C:34](=[O:35])[O:36][CH2:37][CH3:38])[cH:29][cH:30][cH:31][cH:32]2)[cH:39][cH:40]1.[N:9]([C:10]([CH3:11])([CH3:12])[C:13]#[N:14])=[N:15][C:16]([CH3:17])([CH3:18])[C:19]#[N:20]>>[Br:1][CH2:21][c:22]1[cH:23][cH:24][c:25]([O:26][c:27]2[c:28]([CH2:33][C:34](=[O:35])[O:36][CH2:37][CH3:38])[cH:29][cH:30][cH:31][cH:32]2)[cH:39][cH:40]1. Reactants: ClC=1C=C(C(NN1)=O)C(=O)O (6-chloro-3-oxo-2,3-dihydropyridazine-4-carboxylic acid), C1(=C(C=CC=C1)N)N (ortho-phenylenediamine), Cl.C(C)N=C=NCCCN(C)C (1-ethyl-3-(3-dimethylaminopropyl)carbodiimide hydrochloride). Reagents/catalysts: CN(C)C=1C=CN=CC1 (DMAP). Run in CN(C)C=O (DMF). Run at time 4 hour. Yields the product NC1=C(C=CC=C1)NC(=O)C=1C(NN=C(C1)Cl)=O (6-Chloro-3-oxo-2,3-dihydropyridazine-4-carboxylic acid (2-amino-phenyl)amide). RXN SMILES: [Cl:1][C:2]1[CH:3]=[C:4]([C:9]([OH:11])=O)[C:5](=[O:8])[NH:6][N:7]=1.[C:12]1([NH2:19])[CH:17]=[CH:16][CH:15]=[CH:14][C:13]=1[NH2:18].Cl.C(N=C=NCCCN(C)C)C>CN(C1C=CN=CC=1)C.CN(C=O)C>[NH2:18][C:13]1[CH:14]=[CH:15][CH:16]=[CH:17][C:12]=1[NH:19][C:9]([C:4]1[C:5](=[O:8])[NH:6][N:7]=[C:2]([Cl:1])[CH:3]=1)=[O:11] |f:2.3|. Procedure details: 30.5 g of 6-chloro-3-oxo-2,3-dihydropyridazine-4-carboxylic acid, 18 g of ortho-phenylenediamine and 2 g of DMAP are dissolved in 800 ml of DMF, at room temperature 32.2 g of 1-ethyl-3-(3-dimethylaminopropyl)carbodiimide hydrochloride are added, and the resulting solution is stirred at room temperature for 4 hours. For workup, the solvent is distilled off and the residue is suspended in water at 70° C. The precipitate is filtered off, washed several times with water and then dried in vacuo. Starting materials: BrBr (Bromine), NC1=NN(C(=C1)C1=C(C=C(C=C1Cl)C(F)(F)F)Cl)C (3-amino-5-(2,6-dichloro-4-trifluoromethylphenyl)-1-methylpyrazole). The solvent is C(Cl)(Cl)(Cl)Cl (carbon tetrachloride). Reaction conditions: time 10 minute. The product is NC1=NN(C(=C1Br)C1=C(C=C(C=C1Cl)C(F)(F)F)Cl)C (3-amino-4-bromo-5-(2,6-dichloro-4-trifluoromethylphenyl)-1-methylpyrazole), crystals. Isolated yield 136.9%. As a reaction SMILES: [Br:1]Br.[NH2:3][C:4]1[CH:8]=[C:7]([C:9]2[C:14]([Cl:15])=[CH:13][C:12]([C:16]([F:19])([F:18])[F:17])=[CH:11][C:10]=2[Cl:20])[N:6]([CH3:21])[N:5]=1>C(Cl)(Cl)(Cl)Cl>[NH2:3][C:4]1[C:8]([Br:1])=[C:7]([C:9]2[C:14]([Cl:15])=[CH:13][C:12]([C:16]([F:19])([F:17])[F:18])=[CH:11][C:10]=2[Cl:20])[N:6]([CH3:21])[N:5]=1. Reported procedure: Bromine (0.12 g) was added to a solution of 0.3 g of 3-amino-5-(2,6-dichloro-4-trifluoromethylphenyl)-1-methylpyrazole in 5 ml of anhydrous carbon tetrachloride at room temperature, and the mixture was stirred at room temperature for 10 minutes. The solvent was distilled off under reduced pressure to obtain a residue, which was then purified by column chromatography on silica gel (eluent: ether/hexane=1/5), affording 0.4 g of the desired compound in the form of white crystals (quantitative yield...